Dataset: the Open Reaction Database (ORD), a public repository of structured organic reaction records. Task: describe an organic reaction: reactants, conditions, products, and yield The reactants are C(C)OC(CCC1=C(C=C(C=C1)OC1=CC(=CC(=C1)C)OC1=C(C=C(C=C1)C(F)(F)F)Br)C)=O (3-{4-[3-(2-bromo-4-trifluoromethyl-phenoxy)-5-methyl-phenoxy]-2-methyl-phenyl}-propionic acid ethyl ester), OC1=NC=CC=C1 (2-hydroxypyridine). Product: CC1=C(C=CC(=C1)OC1=CC(=CC(=C1)OC1=C(C=C(C=C1)C(F)(F)F)OC1=NC=CC=C1)C)CCC(=O)O (3-(2-Methyl-4-{3-methyl-5-[2-(pyridin-2-yloxy)-4-trifluoromethyl-phenoxy]-phenoxy}-phenyl)-propionic acid). Reaction SMILES: C([O:3][C:4](=[O:34])[CH2:5][CH2:6][C:7]1[CH:12]=[CH:11][C:10]([O:13][C:14]2[CH:19]=[C:18]([CH3:20])[CH:17]=[C:16]([O:21][C:22]3[CH:27]=[CH:26][C:25]([C:28]([F:31])([F:30])[F:29])=[CH:24][C:23]=3Br)[CH:15]=2)=[CH:9][C:8]=1[CH3:33])C.[OH:35][C:36]1[CH:41]=[CH:40][CH:39]=[CH:38][N:37]=1>>[CH3:33][C:8]1[CH:9]=[C:10]([O:13][C:14]2[CH:15]=[C:16]([O:21][C:22]3[CH:27]=[CH:26][C:25]([C:28]([F:31])([F:29])[F:30])=[CH:24][C:23]=3[O:35][C:36]3[CH:41]=[CH:40][CH:39]=[CH:38][N:37]=3)[CH:17]=[C:18]([CH3:20])[CH:19]=2)[CH:11]=[CH:12][C:7]=1[CH2:6][CH2:5][C:4]([OH:3])=[O:34]. Procedure: The title compound is prepared by reacting the compound of 3-{4-[3-(2-bromo-4-trifluoromethyl-phenoxy)-5-methyl-phenoxy]-2-methyl-phenyl}-propionic acid ethyl ester with 2-hydroxypyridine as in Example 45 to afford 0.015 g (10%). 1H NMR (400 MHz, CDCl3); MS (ES+) m/z mass calculated for C29H24NO5F3 523, found 524 (M+1, 100%). Procedure: A solution of (2-(2-pyridinyl)-3H-imidazo[4,5-b]pyridine-3-acetic acid (3.00 g, 0.012 mole), 1,1'-carbonyldiimidazole (1.94 g, 0.012 mole), and anhydrous tetrahydrofuran (50 ml) was stirred at room temperature with a stream of nitrogen bubbling through it for 21/2 hours. The nitrogen flow was stopped, N-methylpiperazine (1.2 g, 0.012 mole) added, and the reaction mixture was stoppered and stirred over the weekend. The tetrahydrofuran was evaporated, water (100 ml) added, and the mixture basified... The product is C(\C=C\C(=O)O)(=O)O.CN1CCN(CC1)C(CN1C(=NC=2C1=NC=CC2)C2=NC=CC=C2)=O (3-[2-(4-Methyl-1-piperazinyl)-2-oxoethyl]-2-(2-pyridinyl)-3H-imidazo[4,5-b]pyridine fumarate). The reactants are N1=C(C=CC=C1)C1=NC=2C(=NC=CC2)N1CC(=O)O (2-(2-pyridinyl)-3H-imidazo[4,5-b]pyridine-3-acetic acid), C(=O)(N1C=NC=C1)N1C=NC=C1 (1,1'-carbonyldiimidazole), O1CCCC1 (tetrahydrofuran), CN1CCNCC1 (N-methylpiperazine). As a reaction SMILES: [N:1]1[CH:6]=[CH:5][CH:4]=[CH:3][C:2]=1[C:7]1[N:15]([CH2:16][C:17]([OH:19])=[O:18])[C:10]2=[N:11][CH:12]=[CH:13][CH:14]=[C:9]2[N:8]=1.C(N1C=CN=C1)(N1C=CN=C1)=[O:21].[CH3:32][N:33]1[CH2:38][CH2:37][NH:36][CH2:35][CH2:34]1.[O:39]1[CH2:43][CH2:42]CC1>>[C:43]([OH:39])(=[O:21])/[CH:42]=[CH:16]/[C:17]([OH:19])=[O:18].[CH3:32][N:33]1[CH2:38][CH2:37][N:36]([C:17](=[O:19])[CH2:16][N:15]2[C:10]3=[N:11][CH:12]=[CH:13][CH:14]=[C:9]3[N:8]=[C:7]2[C:2]2[CH:3]=[CH:4][CH:5]=[CH:6][N:1]=2)[CH2:35][CH2:34]1 |f:4.5|. Reactants: [NH4+].[Cl-] (NH4Cl), ClC=1N=C2C(=NC1Cl)C=NC(=C2)C (2,3-dichloro-7-methylpyrido[3,4-b]pyrazine), FC(CN)F (2,2-difluoroethanamine), CCN(C(C)C)C(C)C (DIPEA). Run in C(Cl)Cl (DCM). Yields the product ClC1=C(N=C2C(=N1)C=NC(=C2)C)NCC(F)F (3-chloro-N-(2,2-difluoroethyl)-7-methylpyrido[3,4-b]pyrazin-2-amine). The yield is 94.7%. RXN SMILES: Cl[C:2]1[N:3]=[C:4]2[CH:12]=[C:11]([CH3:13])[N:10]=[CH:9][C:5]2=[N:6][C:7]=1[Cl:8].[F:14][CH:15]([F:18])[CH2:16][NH2:17].CCN(C(C)C)C(C)C.[NH4+].[Cl-]>C(Cl)Cl>[Cl:8][C:7]1[N:6]=[C:5]2[CH:9]=[N:10][C:11]([CH3:13])=[CH:12][C:4]2=[N:3][C:2]=1[NH:17][CH2:16][CH:15]([F:18])[F:14] |f:3.4|. Procedure details: A solution of 2,3-dichloro-7-methylpyrido[3,4-b]pyrazine (125 mg, 0.584 mmol), 2,2-difluoroethanamine (53.6 μL, 0.701 mmol), and DIPEA (306 μL, 1.752 mmol) in DCM (1.17 mL) was stirred at room temperature for 48 h, then poured into a saturated aqueous solution of NH4Cl and extracted twice with EtOAc. The extracts were combined, filtered through MgSO4, and concentrated to give 3-chloro-N-(2,2-difluoroethyl)-7-methylpyrido[3,4-b]pyrazin-2-amine (143 mg, 95%). Reactants: Cc1nnc(-c2ccc(C)c(-c3ccc(C(=O)O)cc3)c2)o1, CCN=C=NCCCN(C)C, COc1cc(CN)cc(OC)c1, Cl, CN(C)C=O, On1nnc2ccccc21. Yields the product COc1cc(CNC(=O)c2ccc(-c3cc(-c4nnc(C)o4)ccc3C)cc2)cc(OC)c1. As a reaction SMILES: [CH3:1][c:2]1[c:3](-[c:14]2[cH:15][cH:16][c:17]([C:20](=[O:21])[OH:22])[cH:18][cH:19]2)[cH:4][c:5](-[c:8]2[o:9][c:10]([CH3:13])[n:11][n:12]2)[cH:6][cH:7]1.[CH3:34][N:35]([CH3:36])[CH2:37][CH2:38][CH2:39][N:40]=[C:41]=[N:42][CH2:43][CH3:44].[CH3:45][O:46][c:47]1[cH:48][c:49]([CH2:50][NH2:51])[cH:52][c:53]([O:55][CH3:56])[cH:54]1.[ClH:33].[O:57]=[CH:58][N:59]([CH3:60])[CH3:61].[OH:23][n:24]1[c:25]2[c:26]([cH:27][cH:28][cH:29][cH:30]2)[n:31][n:32]1>>[CH3:1][c:2]1[c:3](-[c:14]2[cH:15][cH:16][c:17]([C:20](=[O:22])[NH:51][CH2:50][c:49]3[cH:48][c:47]([O:46][CH3:45])[cH:54][c:53]([O:55][CH3:56])[cH:52]3)[cH:18][cH:19]2)[cH:4][c:5](-[c:8]2[o:9][c:10]([CH3:13])[n:11][n:12]2)[cH:6][cH:7]1.